From a dataset of the Open Reaction Database (ORD), a public repository of structured organic reaction records. describe an organic reaction: reactants, conditions, products, and yield The reactants are FC(S(=O)(=O)OC=1C=NC2=C(C=CC=C2C1)C(=O)OC)(F)F (Methyl 3-(((trifluoromethyl)sulfonyl)oxy)quinoline-8-carboxylate), C(CCCCC)B(O)O (hexylboronic acid), C(=O)([O-])[O-].[Cs+].[Cs+] (Cs2CO3). The reagents and catalysts are C=1C=CC(=CC1)[P](C=2C=CC=CC2)(C=3C=CC=CC3)[Pd]([P](C=4C=CC=CC4)(C=5C=CC=CC5)C=6C=CC=CC6)([P](C=7C=CC=CC7)(C=8C=CC=CC8)C=9C=CC=CC9)[P](C=1C=CC=CC1)(C=1C=CC=CC1)C=1C=CC=CC1 (tetrakis(triphenylphosphine)palladium). The solvent is C1(=CC=CC=C1)C (toluene). Reaction conditions: temperature 95 celsius. Yields the product C(CCCCC)C=1C=NC2=C(C=CC=C2C1)C(=O)OC (methyl 3-hexylquinoline-8-carboxylate). Isolated yield 41.0%. As a reaction SMILES: FC(F)(F)S(O[C:7]1[CH:8]=[N:9][C:10]2[C:15]([CH:16]=1)=[CH:14][CH:13]=[CH:12][C:11]=2[C:17]([O:19][CH3:20])=[O:18])(=O)=O.[CH2:23](B(O)O)[CH2:24][CH2:25][CH2:26][CH2:27][CH3:28].C([O-])([O-])=O.[Cs+].[Cs+]>C1(C)C=CC=CC=1.C1C=CC([P]([Pd]([P](C2C=CC=CC=2)(C2C=CC=CC=2)C2C=CC=CC=2)([P](C2C=CC=CC=2)(C2C=CC=CC=2)C2C=CC=CC=2)[P](C2C=CC=CC=2)(C2C=CC=CC=2)C2C=CC=CC=2)(C2C=CC=CC=2)C2C=CC=CC=2)=CC=1>[CH2:23]([C:7]1[CH:8]=[N:9][C:10]2[C:15]([CH:16]=1)=[CH:14][CH:13]=[CH:12][C:11]=2[C:17]([O:19][CH3:20])=[O:18])[CH2:24][CH2:25][CH2:26][CH2:27][CH3:28] |f:2.3.4,^1:48,50,69,88|. Procedure details: Methyl 3-(((trifluoromethyl)sulfonyl)oxy)quinoline-8-carboxylate (538 mg, 1.6 mmol), hexylboronic acid (415 mg, 3.2 mmol) and Cs2CO3 (779 mg, 2.4 mmol) were suspended in toluene (30 mL). The mixture was purged with nitrogen then tetrakis(triphenylphosphine)palladium (0) (55 mg, 0.05 mmol) was added. The reaction was sealed and heated at 95° C. for 16 h. The mixture was cooled and filtered through celite, rinsing with excess CH2Cl2. The filtrate was concentrated in vacuo. The resulting oil was pu... Reactants: CCCOc1ccc(C(=O)OC)cc1-c1ccc(C#N)c(=O)[nH]1, CNC, [Cl-]. Product: CCCOc1ccc(C(=O)N(C)C)cc1-c1ccc(C#N)c(=O)[nH]1. As a reaction SMILES: [C:1](#[N:2])[c:3]1[c:4](=[O:23])[nH:5][c:6](-[c:9]2[cH:10][c:11]([C:12]([O:14][CH3:13])=[O:15])[cH:16][cH:17][c:18]2[O:19][CH2:20][CH2:21][CH3:22])[cH:7][cH:8]1.[CH3:25][NH:26][CH3:27].[Cl-:24]>>[C:1](#[N:2])[c:3]1[c:4](=[O:23])[nH:5][c:6](-[c:9]2[cH:10][c:11]([C:12](=[O:14])[N:26]([CH3:25])[CH3:27])[cH:16][cH:17][c:18]2[O:19][CH2:20][CH2:21][CH3:22])[cH:7][cH:8]1.